This data is from the Open Reaction Database (ORD), a public repository of structured organic reaction records. The task is: describe an organic reaction: reactants, conditions, products, and yield Run in O1CCOCC1 (dioxane). Yields the product N1C(=CC2=CC=CC=C12)C=1C(NC=C(C1)C1=CC=CC=C1)=O (3-(1H-indol-2-yl)-5-phenylpyridin-2(1H)-one). Yield: 30.0%. As a reaction SMILES: Cl.C(OC([N:9]1[C:17]2[C:12](=[CH:13][CH:14]=[CH:15][CH:16]=2)[CH:11]=[C:10]1[C:18]1[C:19](F)=[N:20][CH:21]=[C:22]([C:24]2[CH:29]=[CH:28][CH:27]=[CH:26][CH:25]=2)[CH:23]=1)=O)(C)(C)C.[OH2:31]>O1CCOCC1>[NH:9]1[C:17]2[C:12](=[CH:13][CH:14]=[CH:15][CH:16]=2)[CH:11]=[C:10]1[C:18]1[C:19](=[O:31])[NH:20][CH:21]=[C:22]([C:24]2[CH:29]=[CH:28][CH:27]=[CH:26][CH:25]=2)[CH:23]=1. The reactants are Cl (HCl), C(C)(C)(C)OC(=O)N1C(=CC2=CC=CC=C12)C=1C(=NC=C(C1)C1=CC=CC=C1)F (2-(2-fluoro-5-phenyl-pyridin-3-yl)-indole-1-carboxylic acid tert-butyl ester), O (water). Reported procedure: Concentrated HCl (0.5 mL) was added dropwise to a stirred solution of 2-(2-fluoro-5-phenyl-pyridin-3-yl)-indole-1-carboxylic acid tert-butyl ester (113 mg, 0.29 mmol, 1.0 eq.) in dioxane (6 mL) and water (2 mL). The reaction was heated at reflux overnight. The reaction was cooled to ambient temperature and the solvent removed in vacuo. The crude residue was partitioned between water (10 mL) and EtOAc (15 mL) and the aqueous layer extracted with EtOAc (3×15 mL). The combined organic extracts were... Starting materials: ClC1=NC=CC(=C1)N1C(=NC(=C1C)I)C (2-chloro-4-(4-iodo-2,5-dimethyl-imidazol-1-yl)-pyridine), [OH-].[K+] (KOH). The solvent is C(C)(C)(C)O (tert-butanol). The product is IC=1N=C(N(C1C)C1=CC(NC=C1)=O)C (4-(4-iodo-2,5-dimethyl-imidazol-1-yl)-1H-pyridin-2-one). Reaction SMILES: Cl[C:2]1[CH:7]=[C:6]([N:8]2[C:12]([CH3:13])=[C:11]([I:14])[N:10]=[C:9]2[CH3:15])[CH:5]=[CH:4][N:3]=1.[OH-:16].[K+]>C(O)(C)(C)C>[I:14][C:11]1[N:10]=[C:9]([CH3:15])[N:8]([C:6]2[CH:5]=[CH:4][NH:3][C:2](=[O:16])[CH:7]=2)[C:12]=1[CH3:13] |f:1.2|. Procedure: The title compound, white crystalline solid, MS: m/e=315.9 (M+H+), was prepared in accordance with the general method of example 1a from 2-chloro-4-(4-iodo-2,5-dimethyl-imidazol-1-yl)-pyridine and KOH in tert-butanol.